Dataset: the Open Reaction Database (ORD), a public repository of structured organic reaction records. Task: describe an organic reaction: reactants, conditions, products, and yield Starting materials: CCOP(OCC)OCC, Clc1ccc(CBr)cc1Cl, [O-]P([O-])[O-]. The product is CCOP(=O)(Cc1ccc(Cl)c(Cl)c1)OCC. Reaction SMILES: [CH2:1]([CH3:2])[O:3][P:4]([O:5][CH2:6][CH3:7])[O:8][CH2:9][CH3:10].[Cl:11][c:12]1[cH:13][c:14]([CH2:15][Br:16])[cH:17][cH:18][c:19]1[Cl:20].[P:21]([O-:22])([O-:23])[O-:24]>>[O:3]=[P:4]([O:5][CH2:6][CH3:7])([O:8][CH2:9][CH3:10])[CH2:15][c:14]1[cH:13][c:12]([Cl:11])[c:19]([Cl:20])[cH:18][cH:17]1. Reactants: C1(=CC=CC=C1)C=1N=C(OC1C1=CC=CC=C1)C=1[C@@H](CCCC1)CC=1C=C(C(=O)O)C=CC1 ((S)-3-{[2-(4,5-diphenyloxazol-2-yl)-2- cyclohexen-1-yl]methyl}benzoic acid). Reagents/catalysts: [Pd] (Pd/C). Solvent: CO (methanol). Reaction conditions: time 8 hour. Yields the product C1(=CC=CC=C1)C=1N=C(OC1C1=CC=CC=C1)C1[C@@H](CCCC1)CC=1C=C(C(=O)O)C=CC1 (3-{[(lS)-2-(4,5-diphenyloxazol-2-yl)-1- cyclohexyl]methyl}benzoic acid). The yield is 99.5%. RXN SMILES: [C:1]1([C:7]2[N:8]=[C:9]([C:18]3[C@H:19]([CH2:24][C:25]4[CH:26]=[C:27]([CH:31]=[CH:32][CH:33]=4)[C:28]([OH:30])=[O:29])[CH2:20][CH2:21][CH2:22][CH:23]=3)[O:10][C:11]=2[C:12]2[CH:17]=[CH:16][CH:15]=[CH:14][CH:13]=2)[CH:6]=[CH:5][CH:4]=[CH:3][CH:2]=1>CO.[Pd]>[C:1]1([C:7]2[N:8]=[C:9]([CH:18]3[CH2:23][CH2:22][CH2:21][CH2:20][C@H:19]3[CH2:24][C:25]3[CH:26]=[C:27]([CH:31]=[CH:32][CH:33]=3)[C:28]([OH:30])=[O:29])[O:10][C:11]=2[C:12]2[CH:17]=[CH:16][CH:15]=[CH:14][CH:13]=2)[CH:2]=[CH:3][CH:4]=[CH:5][CH:6]=1. Procedure details: A mixture of (S)-3-{[2-(4,5-diphenyloxazol-2-yl)-2- cyclohexen-1-yl]methyl}benzoic acid (0.1 g) and 10% Pd/C (0.1 g) in methanol (20 ml) was stirred under H2 for 8 hours. The catalyst was filtered off and filtrate was evaporated in vacuo to give 3-{[(lS)-2-(4,5-diphenyloxazol-2-yl)-1- cyclohexyl]methyl}benzoic acid (0.1 g). Starting materials: BrC1=CC(=C(C=C1)C(=O)N1CCN(CC1)C1=NC=C(C=C1C)C)F ((4-bromo-2-fluorophenyl)[4-(3,5-dimethylpyridin-2-yl)piperazin-1-yl]methanone), O=C1OC[C@H](N1)COC(C1=CC=CC=C1)=O (benzoic acid (R)-2-oxooxazolidin-4-ylmethyl ester). Yields the product CC=1C(=NC=C(C1)C)N1CCN(CC1)C(=O)C1=C(C=C(C=C1)N1C(OC[C@H]1CO)=O)F ((R)-3-{4-[4-(3,5-dimethylpyridin-2-yl)piperazine-1-carbonyl]-3-fluorophenyl}-4-hydroxymethyloxazolidin-2-one). Isolated yield 21.2%. Reaction SMILES: Br[C:2]1[CH:7]=[CH:6][C:5]([C:8]([N:10]2[CH2:15][CH2:14][N:13]([C:16]3[C:21]([CH3:22])=[CH:20][C:19]([CH3:23])=[CH:18][N:17]=3)[CH2:12][CH2:11]2)=[O:9])=[C:4]([F:24])[CH:3]=1.[O:25]=[C:26]1[NH:30][C@H:29]([CH2:31][O:32]C(=O)C2C=CC=CC=2)[CH2:28][O:27]1>>[CH3:22][C:21]1[C:16]([N:13]2[CH2:14][CH2:15][N:10]([C:8]([C:5]3[CH:6]=[CH:7][C:2]([N:30]4[C@H:29]([CH2:31][OH:32])[CH2:28][O:27][C:26]4=[O:25])=[CH:3][C:4]=3[F:24])=[O:9])[CH2:11][CH2:12]2)=[N:17][CH:18]=[C:19]([CH3:23])[CH:20]=1. Procedure details: By reaction and treatment in the same manner as in Example 19 and using (4-bromo-2-fluorophenyl)[4-(3,5-dimethylpyridin-2-yl)piperazin-1-yl]methanone (1.2 g) described in Preparation Example 65 and benzoic acid (R)-2-oxooxazolidin-4-ylmethyl ester (849 mg), the title compound (278 mg) was obtained. Starting materials: BrB(Br)Br, COc1ccc(COc2ncccc2-c2nc3cc(F)c(F)cc3n2CC2CCCCC2)cc1, ClCCl. Product: Oc1ncccc1-c1nc2cc(F)c(F)cc2n1CC1CCCCC1. As a reaction SMILES: [B:35]([Br:36])([Br:37])[Br:38].[CH:1]1([CH2:7][n:8]2[c:9](-[c:19]3[c:20]([O:25][CH2:26][c:27]4[cH:28][cH:29][c:30]([O:31][CH3:32])[cH:33][cH:34]4)[n:21][cH:22][cH:23][cH:24]3)[n:10][c:11]3[c:12]2[cH:13][c:14]([F:18])[c:15]([F:17])[cH:16]3)[CH2:2][CH2:3][CH2:4][CH2:5][CH2:6]1.[Cl:39][CH2:40][Cl:41]>>[CH:1]1([CH2:7][n:8]2[c:9](-[c:19]3[c:20]([OH:25])[n:21][cH:22][cH:23][cH:24]3)[n:10][c:11]3[c:12]2[cH:13][c:14]([F:18])[c:15]([F:17])[cH:16]3)[CH2:2][CH2:3][CH2:4][CH2:5][CH2:6]1. The reactants are CCCCC=Cc1cnc2ccc(NCCCNC(=O)OC(C)(C)C)nn12, O=C(O)C(F)(F)F. Product: CCCCC=Cc1cnc2ccc(NCCCN)nn12. RXN SMILES: [CH:1](=[CH:2][CH2:3][CH2:4][CH2:5][CH3:6])[c:7]1[cH:8][n:9][c:10]2[n:11]1[n:12][c:13]([NH:16][CH2:17][CH2:18][CH2:19][NH:20][C:21](=[O:22])[O:23][C:24]([CH3:25])([CH3:26])[CH3:27])[cH:14][cH:15]2.[F:28][C:29]([F:30])([F:31])[C:32]([OH:33])=[O:34]>>[CH:1](=[CH:2][CH2:3][CH2:4][CH2:5][CH3:6])[c:7]1[cH:8][n:9][c:10]2[n:11]1[n:12][c:13]([NH:16][CH2:17][CH2:18][CH2:19][NH2:20])[cH:14][cH:15]2.